From a dataset of the Open Reaction Database (ORD), a public repository of structured organic reaction records. describe an organic reaction: reactants, conditions, products, and yield Reactants: C1CCOC1, CO, C[Si](C)(C)C=[N+]=[N-], O=C(NC(Cc1nn[nH]n1)(c1cccc(OC(F)(F)F)c1)c1cccc(OC(F)(F)F)c1)c1ccc(F)c(C(F)(F)F)c1. Yields the product Cn1nnc(CC(NC(=O)c2ccc(F)c(C(F)(F)F)c2)(c2cccc(OC(F)(F)F)c2)c2cccc(OC(F)(F)F)c2)n1. As a reaction SMILES: [CH2:51]1[O:52][CH2:53][CH2:54][CH2:55]1.[CH3:56][OH:57].[N+:44](=[CH:46][Si:45]([CH3:47])([CH3:48])[CH3:49])=[N-:50].[n:1]1[nH:2][n:3][n:4][c:5]1[CH2:6][C:7]([c:8]1[cH:9][c:10]([O:14][C:15]([F:16])([F:17])[F:18])[cH:11][cH:12][cH:13]1)([c:19]1[cH:20][c:21]([O:25][C:26]([F:27])([F:28])[F:29])[cH:22][cH:23][cH:24]1)[NH:30][C:31]([c:32]1[cH:33][c:34]([C:39]([F:40])([F:41])[F:42])[c:35]([F:38])[cH:36][cH:37]1)=[O:43]>>[n:1]1[n:2]([CH3:46])[n:3][n:4][c:5]1[CH2:6][C:7]([c:8]1[cH:9][c:10]([O:14][C:15]([F:16])([F:17])[F:18])[cH:11][cH:12][cH:13]1)([c:19]1[cH:20][c:21]([O:25][C:26]([F:27])([F:28])[F:29])[cH:22][cH:23][cH:24]1)[NH:30][C:31]([c:32]1[cH:33][c:34]([C:39]([F:40])([F:41])[F:42])[c:35]([F:38])[cH:36][cH:37]1)=[O:43]. The reactants are C(C=C)C=1C(=C(C(=O)O)C=C(C1)C1=CC=C(C=C1)F)O (3-allyl-5-(4'-fluorophenyl)-2-hydroxy-benzoic acid). The reagents and catalysts are [Pt]=O (platinum oxide). The solvent is C(C)O (ethanol). Yields the product C(CC)C=1C(=C(C(=O)O)C=C(C1)C1=CC=C(C=C1)F)O (3-Propyl-5-(4'-fluorophenyl)-2-hydroxy-benzoic acid). As a reaction SMILES: [CH2:1]([C:4]1[C:5]([OH:20])=[C:6]([CH:10]=[C:11]([C:13]2[CH:18]=[CH:17][C:16]([F:19])=[CH:15][CH:14]=2)[CH:12]=1)[C:7]([OH:9])=[O:8])[CH:2]=[CH2:3]>[Pt]=O.C(O)C>[CH2:1]([C:4]1[C:5]([OH:20])=[C:6]([CH:10]=[C:11]([C:13]2[CH:14]=[CH:15][C:16]([F:19])=[CH:17][CH:18]=2)[CH:12]=1)[C:7]([OH:9])=[O:8])[CH2:2][CH3:3]. Procedure: A solution of 0.8 g. of 3-allyl-5-(4'-fluorophenyl)-2-hydroxy-benzoic acid in 25 ml. of ethanol is subjected to hydrogenation at 40 p.s.i. and 25° C. in the presence of 0.1 g. of platinum oxide. After the uptake of the required amount of hydrogen, the catalyst and solvent are removed, and the crude product is recrystallized from benzene. The yield of 3-propyl-5-(4'-fluorophenyl)-2-hydroxy-benzoic acid is 0.72 g., m.p. 188°14 190° C. Reactants: C(C)(=O)OC(C)=O (acetic anhydride), [N+](=O)(O)[O-] (nitric acid), BrCCCCC12C(NC=3C=CC=C(C13)CCC2)=O (2a-(4-bromobutyl)-2a,3,4,5-Tetrahydrobenz [cd] indole-2 (1H) -one). The solvent is C(C)(=O)O (acetic acid), C(C)(=O)O (acetic acid). Run at temperature 15 celsius, time 8 hour. Yields the product [N+](=O)([O-])C1=C2C=3C(C(NC3C=C1)=O)(CCC2)CCCCBr (6-Nitro-2a-(4-bromobutyl)-2a,3,4,5-tetrahydrobenz[cd]indole-2(1H)-one). Yield: 73.0%. As a reaction SMILES: [Br:1][CH2:2][CH2:3][CH2:4][CH2:5][C:6]12[CH2:17][CH2:16][CH2:15][C:13]3[C:14]1=[C:9]([CH:10]=[CH:11][CH:12]=3)[NH:8][C:7]2=[O:18].C(OC(=O)C)(=O)C.[N+:26]([O-])([OH:28])=[O:27]>C(O)(=O)C>[N+:26]([C:12]1[CH:11]=[CH:10][C:9]2[NH:8][C:7](=[O:18])[C:6]3([CH2:5][CH2:4][CH2:3][CH2:2][Br:1])[CH2:17][CH2:16][CH2:15][C:13]=1[C:14]=23)([O-:28])=[O:27]. Procedure details: A 100 mg (0.32 mmol) portion of 2a-(4-bromobutyl)-2a,3,4,5-Tetrahydrobenz [cd] indole-2 (1H) -one was dissolved in 2 ml of acetic acid, and the resulting solution was cooled to 15° C. Thereto was added acetic acid solution (1 ml) containing 46 al (0.48 mmol) of acetic anhydride and 19 μl (0.48 mmol) of nitric acid, and the mixture was stirred overnight at 15° C. The reaction solution was extracted with chloroform and washed with water and sodium bicarbonate aqueous solution in that order. After ... Reactants: C(C)(C)N(CC)C(C)C (Diisopropylethylamine), NC[C@H]1CN(C(O1)=O)C1=NC=C(C=C1)Br ((5S)-5-(Aminomethyl)-3-(5-bromopyrid-2-yl)-1,3-oxazolidin-2-one), ClC(C(C)=NNS(=O)(=O)C=1C(=CC=CC1)C)Cl (Toluenesulfonic acid 2-(2,2-dichloro-1-methylethylidene)hydrazide). Run in CO (methanol). Conditions: time 8 hour. Product: BrC=1C=CC(=NC1)N1C(O[C@H](C1)CN1N=NC(=C1)C)=O ((5R)-3-(5-Bromopyrid-2-yl)-5-[(4-methyl-1H-1,2,3-triazol-1-yl)methyl]-1,3-oxazolidin-2-one). Reaction SMILES: [NH2:1][CH2:2][C@@H:3]1[O:7][C:6](=[O:8])[N:5]([C:9]2[CH:14]=[CH:13][C:12]([Br:15])=[CH:11][N:10]=2)[CH2:4]1.C(N(C(C)C)CC)(C)C.Cl[CH:26](Cl)[C:27](=[N:29][NH:30]S(C1C(C)=CC=CC=1)(=O)=O)[CH3:28]>CO>[Br:15][C:12]1[CH:13]=[CH:14][C:9]([N:5]2[CH2:4][C@H:3]([CH2:2][N:1]3[CH:26]=[C:27]([CH3:28])[N:29]=[N:30]3)[O:7][C:6]2=[O:8])=[N:10][CH:11]=1. Procedure: (5S)-5-(Aminomethyl)-3-(5-bromopyrid-2-yl)-1,3-oxazolidin-2-one (4.54 g, 16.7 mM) was dissolved in methanol (100 ml). Diisopropylethylamine (5.86 g, 20.9 mM) was added and the reaction was cooled to 0° in an ice bath. Toluenesulfonic acid 2-(2,2-dichloro-1-methylethylidene)hydrazide (5.86 g, 20.9 mM) was added to give an orange solution. The reaction was stirred overnight while slowly warming to room temperature. The desired product precipitated as a yellow solid (4.10 g) and was filtered. Starting materials: COC(C)(C)C, CN(C)C=O, [H-], Cc1ccc(-c2nc(CI)c(C)o2)cc1, [Na+], CC(C)(C)OC(=O)C(C)(C)CCC1CCCC(O)C1. Product: Cc1ccc(-c2nc(COC3CCCC(CCC(C)(C)C(=O)OC(C)(C)C)C3)c(C)o2)cc1. RXN SMILES: [CH3:37][O:38][C:39]([CH3:40])([CH3:41])[CH3:42].[CH3:43][N:44]([CH3:45])[CH:46]=[O:47].[H-:35].[I:20][CH2:21][c:22]1[n:23][c:24](-[c:28]2[cH:29][cH:30][c:31]([CH3:34])[cH:32][cH:33]2)[o:25][c:26]1[CH3:27].[Na+:36].[OH:1][CH:2]1[CH2:3][CH:4]([CH2:8][CH2:9][C:10]([C:11](=[O:12])[O:13][C:14]([CH3:15])([CH3:16])[CH3:17])([CH3:18])[CH3:19])[CH2:5][CH2:6][CH2:7]1>>[O:1]([CH:2]1[CH2:3][CH:4]([CH2:8][CH2:9][C:10]([C:11](=[O:12])[O:13][C:14]([CH3:15])([CH3:16])[CH3:17])([CH3:18])[CH3:19])[CH2:5][CH2:6][CH2:7]1)[CH2:21][c:22]1[n:23][c:24](-[c:28]2[cH:29][cH:30][c:31]([CH3:34])[cH:32][cH:33]2)[o:25][c:26]1[CH3:27].